This data is from the Open Reaction Database (ORD), a public repository of structured organic reaction records. The task is: describe an organic reaction: reactants, conditions, products, and yield The reactants are CCOC(C)=O, O=[N+]([O-])c1ccccc1F, [K+], [K+], O=C([O-])[O-], CN(C)C=O, N#Cc1cccc(O)c1. Yields the product N#Cc1cccc(Oc2ccccc2[N+](=O)[O-])c1. As a reaction SMILES: [CH3:31][CH2:32][O:33][C:34]([CH3:35])=[O:36].[F:1][c:2]1[c:3]([N+:8](=[O:9])[O-:10])[cH:4][cH:5][cH:6][cH:7]1.[K+:20].[K+:21].[O-:22][C:23]([O-:24])=[O:25].[O:26]=[CH:27][N:28]([CH3:29])[CH3:30].[OH:11][c:12]1[cH:13][c:14]([C:15]#[N:16])[cH:17][cH:18][cH:19]1>>[c:2]1([O:11][c:12]2[cH:13][c:14]([C:15]#[N:16])[cH:17][cH:18][cH:19]2)[c:3]([N+:8](=[O:9])[O-:10])[cH:4][cH:5][cH:6][cH:7]1. Reactants: O=Cc1ccc(N2CCN(c3nnc(Cc4ccccc4)c4ccccc34)CC2)nc1, C1COCCN1, CC(=O)O, ClCCl, [Na+], O=C([O-])O. The product is c1ccc(Cc2nnc(N3CCN(c4ccc(CN5CCOCC5)cn4)CC3)c3ccccc23)cc1. Reaction SMILES: [CH2:1]([c:2]1[cH:3][cH:4][cH:5][cH:6][cH:7]1)[c:8]1[n:9][n:10][c:11]([N:18]2[CH2:19][CH2:20][N:21]([c:24]3[cH:25][cH:26][c:27]([CH:30]=[O:31])[cH:28][n:29]3)[CH2:22][CH2:23]2)[c:12]2[cH:13][cH:14][cH:15][cH:16][c:17]12.[CH2:36]1[CH2:37][O:38][CH2:39][CH2:40][NH:41]1.[CH3:32][C:33](=[O:34])[OH:35].[Cl:47][CH2:48][Cl:49].[Na+:46].[O-:42][C:43]([OH:44])=[O:45]>>[CH2:1]([c:2]1[cH:3][cH:4][cH:5][cH:6][cH:7]1)[c:8]1[n:9][n:10][c:11]([N:18]2[CH2:19][CH2:20][N:21]([c:24]3[cH:25][cH:26][c:27]([CH2:30][N:41]4[CH2:36][CH2:37][O:38][CH2:39][CH2:40]4)[cH:28][n:29]3)[CH2:22][CH2:23]2)[c:12]2[cH:13][cH:14][cH:15][cH:16][c:17]12. Starting materials: COC(CNC=1C=NC=CC1C1=C(C=C(C=C1)F)OC)=O ([4-(4-fluoro-2-methoxy-phenyl)-pyridin-3-ylamino]-acetic acid methyl ester), FC(C=1C=C(C(=O)O)C=C(N1)C(F)(F)F)(F)F (2,6-bis(trifluoromethyl)isonicotinic acid). Product: COC(CN(C=1C=NC=CC1C1=C(C=C(C=C1)F)OC)C(=O)C1=CC(=NC(=C1)C(F)(F)F)C(F)(F)F)=O ({(2,6-Bis-trifluoromethyl-pyridine-4-carbonyl)-[4-(4-fluoro-2-methoxy-phenyl)-pyridin-3-yl]-amino}-acetic acid methyl ester). Reaction SMILES: [CH3:1][O:2][C:3](=[O:21])[CH2:4][NH:5][C:6]1[CH:7]=[N:8][CH:9]=[CH:10][C:11]=1[C:12]1[CH:17]=[CH:16][C:15]([F:18])=[CH:14][C:13]=1[O:19][CH3:20].[F:22][C:23]([F:38])([F:37])[C:24]1[CH:25]=[C:26]([CH:30]=[C:31]([C:33]([F:36])([F:35])[F:34])[N:32]=1)[C:27](O)=[O:28]>>[CH3:1][O:2][C:3](=[O:21])[CH2:4][N:5]([C:27]([C:26]1[CH:30]=[C:31]([C:33]([F:34])([F:35])[F:36])[N:32]=[C:24]([C:23]([F:38])([F:22])[F:37])[CH:25]=1)=[O:28])[C:6]1[CH:7]=[N:8][CH:9]=[CH:10][C:11]=1[C:12]1[CH:17]=[CH:16][C:15]([F:18])=[CH:14][C:13]=1[O:19][CH3:20]. Reported procedure: The title compound was prepared in analogy to example 90, from [4-(4-fluoro-2-methoxy-phenyl)-pyridin-3-ylamino]-acetic acid methyl ester and 2,6-bis(trifluoromethyl)isonicotinic acid (Key Organics Ltd.) after a reaction time of 72 hours. The compound was purified by silica gel chromatography using a MPLC system (CombiFlash Companion, Isco Inc.) eluting with a gradient of n-heptane:EtOAc (100:0 to 20:80). Colorless solid (46%). MS (ESI): m/z=532.109 [M+H]+. The reactants are ICI (diiodomethane), N(=O)OCCC(C)C (isoamyl nitrite), NC1=C2N(C(NC2=NC(=N1)C1=NN(C2=NC=CC=C21)CC2=C(C=CC=C2)F)=O)C(C)C (6-Amino-2-[1-(2-fluorobenzyl)-1H-pyrazolo[3,4-b]pyridin-3-yl]-7-isopropyl-7,9-dihydro-8H-purin-8-one). Reaction conditions: temperature 85 celsius, time 8 hour. The product is FC1=C(CN2N=C(C=3C2=NC=CC3)C3=NC(=C2N(C(NC2=N3)=O)C(C)C)I)C=CC=C1 (2-[1-(2-Fluorobenzyl)-1H-pyrazolo[3,4-b]pyridin-3-yl]-6-iodo-7-isopropyl-7,9-dihydro-8H-purin-8-one). The yield is 57.7%. RXN SMILES: I[CH2:2][I:3].N(OCCC(C)C)=O.NC1[N:21]=[C:20]([C:22]2[C:30]3[C:25](=[N:26][CH:27]=[CH:28][CH:29]=3)[N:24]([CH2:31][C:32]3[CH:37]=[CH:36][CH:35]=[CH:34][C:33]=3[F:38])[N:23]=2)[N:19]=[C:18]2[C:14]=1[N:15]([CH:40]([CH3:42])[CH3:41])[C:16](=[O:39])[NH:17]2>>[F:38][C:33]1[CH:34]=[CH:35][CH:36]=[CH:37][C:32]=1[CH2:31][N:24]1[C:25]2=[N:26][CH:27]=[CH:28][CH:29]=[C:30]2[C:22]([C:20]2[N:19]=[C:18]3[C:14]([N:15]([CH:40]([CH3:42])[CH3:41])[C:16](=[O:39])[NH:17]3)=[C:2]([I:3])[N:21]=2)=[N:23]1. Reported procedure: To a mixture of 2.59 ml (32.20 mmol) of diiodomethane and 2.78 ml (20.61 mmol) of isoamyl nitrite were added 539 mg (approx. 1.08 mmol) of the compound from example 115, and the reaction mixture was stirred at 85° C. overnight. The mixture was concentrated, and the residue was stirred with dichloromethane and filtered. The solids were washed with dichloromethane and dried under high vacuum. 330 mg of the title compound were obtained (92% purity; 53% of theory). Reactants: C(C)OC(=O)C1=NN(C(=C1)C)CC1=C(C=CC(=C1)Cl)OCC1=CC=C(C=C1)Cl (1-[5-Chloro-2-(4-chloro-benzyloxy)-benzyl]-5-methyl-1H-pyrazole-3-carboxylic Acid Ethyl Ester), [H-].[H-].[H-].[H-].[Li+].[Al+3] (LiAlH4), CCOCC (Et2O), [OH-].[Na+] (NaOH). Run in C1CCOC1 (THF). Run at time 2 hour. The product is ClC=1C=CC(=C(CN2N=C(C=C2C)CO)C1)OCC1=CC=C(C=C1)Cl ({1-[5-Chloro-2-(4-chloro-benzyloxy)-benzyl]-5-methyl-1H-pyrazol-3-yl}-methanol). RXN SMILES: C([O:3][C:4]([C:6]1[CH:10]=[C:9]([CH3:11])[N:8]([CH2:12][C:13]2[CH:18]=[C:17]([Cl:19])[CH:16]=[CH:15][C:14]=2[O:20][CH2:21][C:22]2[CH:27]=[CH:26][C:25]([Cl:28])=[CH:24][CH:23]=2)[N:7]=1)=O)C.[H-].[H-].[H-].[H-].[Li+].[Al+3].CCOCC.[OH-].[Na+]>C1COCC1>[Cl:19][C:17]1[CH:16]=[CH:15][C:14]([O:20][CH2:21][C:22]2[CH:23]=[CH:24][C:25]([Cl:28])=[CH:26][CH:27]=2)=[C:13]([CH:18]=1)[CH2:12][N:8]1[C:9]([CH3:11])=[CH:10][C:6]([CH2:4][OH:3])=[N:7]1 |f:1.2.3.4.5.6,8.9|. Procedure: To a solution of ester 3 (0.3 g, 0.72 mmol) in THF (6 mL) under N2 atmosphere was added 1M LiAlH4 in Et2O (2.2 mL, 2.20 mmol). The resulting mixture was stirred at RT for 2 h. 2 M NaOH (2 mL) was added dropwise and the precipitate was removed by filtration. The volatiles were removed in vacuo. The residue was dissolved in EtOAc (20 mL), washed with water (2×15 mL), brine (15 mL), dried (Na2SO4) and evaporated to dryness to give alcohol 4 as a white solid, 0.16 g (60%). Reactants: ClC1=CC=C(C(=N1)C=1NC2=CC=CC(=C2C1)F)O (6-chloro-2-(4-fluoro-1H-indol-2-yl)pyridin-3-ol), C1=CC=C(C=C1)CBr (BnBr), C(=O)([O-])[O-].[K+].[K+] (K2CO3). Solvent: CN(C)C=O (DMF), O (water). Run at time 8 hour. Product: C(C1=CC=CC=C1)OC=1C(=NC(=CC1)Cl)C=1NC2=CC=CC(=C2C1)F (2-(3-(benzyloxy)-6-chloropyridin-2-yl)-4-fluoro-1H-indole). Yield: 74.6%. As a reaction SMILES: [Cl:1][C:2]1[N:7]=[C:6]([C:8]2[NH:9][C:10]3[C:15]([CH:16]=2)=[C:14]([F:17])[CH:13]=[CH:12][CH:11]=3)[C:5]([OH:18])=[CH:4][CH:3]=1.[CH:19]1[CH:24]=[CH:23][C:22]([CH2:25]Br)=[CH:21][CH:20]=1.C([O-])([O-])=O.[K+].[K+]>CN(C=O)C.O>[CH2:25]([O:18][C:5]1[C:6]([C:8]2[NH:9][C:10]3[C:15]([CH:16]=2)=[C:14]([F:17])[CH:13]=[CH:12][CH:11]=3)=[N:7][C:2]([Cl:1])=[CH:3][CH:4]=1)[C:22]1[CH:23]=[CH:24][CH:19]=[CH:20][CH:21]=1 |f:2.3.4|. Reported procedure: A mixture of 6-chloro-2-(4-fluoro-1H-indol-2-yl)pyridin-3-ol (100 mg, 0.38 mmol, prepared using similar method described in Example 1), BnBr (97 mg, 0.572 mmol) and K2CO3 (158 mg, 1.146 mmol) in DMF (1 mL) was stirred at room temperature overnight. The mixture was then concentrated in vacuo. The resulting resulting residue was diluted with water (15 mL) and extracted with ethyl acetate (10 mL×3). The organic layer was washed with brine (20 mL), dried over Na2SO4 and concentrated in vacuo. The re... Solvent: ClCCl (dichloromethane), O (water), ClCCl (dichloromethane). Procedure: To a 500 ml three-necked flask provided with a mechanical agitator and a thermometer were added a solution of 22.4 g (133.2 mmol) in theoretical amount of 3-phenylpropionyl chloride which was prepared in the step 1, dissolved in 100 ml dichloromethane, 14.4 g (205.9 mmol) methylphenyl ether and 150 ml dichloromethane, the mixture was cooled in an ice salt bath to lower than −5° C., while maintaining the inside temperature at −5° C. to −10° C., 17.8 g (133.2 mmol) anhydrous AlCl3 was added portio... Starting materials: C1(=CC=CC=C1)CCC(=O)Cl (3-phenylpropionyl chloride), COC1=CC=CC=C1 (methylphenyl ether), ice, Cl (hydrochloric acid), [Al+3].[Cl-].[Cl-].[Cl-] (AlCl3). Run at time 1 hour. Yields the product COC1=CC=C(C=C1)C(CCC1=CC=CC=C1)=O (1-(4-methoxy-phenyl)-3-phenyl-propan-1-one). Reaction SMILES: [C:1]1([CH2:7][CH2:8][C:9](Cl)=[O:10])[CH:6]=[CH:5][CH:4]=[CH:3][CH:2]=1.[CH3:12][O:13][C:14]1[CH:19]=[CH:18][CH:17]=[CH:16][CH:15]=1.[Al+3].[Cl-].[Cl-].[Cl-].Cl>ClCCl.O>[CH3:12][O:13][C:14]1[CH:19]=[CH:18][C:17]([C:9](=[O:10])[CH2:8][CH2:7][C:1]2[CH:6]=[CH:5][CH:4]=[CH:3][CH:2]=2)=[CH:16][CH:15]=1 |f:2.3.4.5|. The reactants are C1(=CC=CC=C1)C (toluene), N[C@H](CO)C(C)C ((S)-2-amino-3-methyl-1-butanol), [OH-].[K+] (potassium hydroxide), C1(=CC=CC=C1)C (toluene), C(=O)(Cl)Cl (phosgene). The solvent is O (water). Conditions: time 30 minute. Product: CC(C)[C@@H]1NC(OC1)=O ((S)-4-(1-methylethyl)-2-oxazolidinone). As a reaction SMILES: [NH2:1][C@@H:2]([CH:5]([CH3:7])[CH3:6])[CH2:3][OH:4].[OH-].[K+].C1(C)C=CC=CC=1.[C:17](Cl)(Cl)=[O:18]>O>[CH3:6][CH:5]([C@H:2]1[CH2:3][O:4][C:17](=[O:18])[NH:1]1)[CH3:7] |f:1.2|. Reported procedure: A mixture of 9.4 grams (0.091 mole) of (S)-2-amino-3-methyl-1-butanol, 36 grams (0.0546 mole) of 85% potassium hydroxide, 175 mL of toluene, and 240 mL of water was stirred rapidly as 140 mL (0.273 mole) of a toluene solution containing 20% phosgene was added dropwise during a 15 minute period. Upon completion of addition, the resulting hot solution was stirred an additional 30 minutes. The reaction mixture was cooled, and the organic and aqueous layers were separated. The organic layer was wash...